From a dataset of the Open Reaction Database (ORD), a public repository of structured organic reaction records. describe an organic reaction: reactants, conditions, products, and yield Reactants: C(=O)C=1NC=2CCCCC2C1CCCN1CCN(CC1)C(COC(C)=O)=O (acetic acid 2-{4-[3-(2-formyl-4,5,6,7-tetrahydro-1H-indol-3-yl)-propyl]-piperazin-1-yl}-2-oxo-ethyl ester), C([O-])([O-])=O.[K+].[K+] (potassium carbonate), CO.O (methanol water). Solvent: ClCCl.CO (dichloromethane methanol). Reaction conditions: time 8 hour. Product: OCC(=O)N1CCN(CC1)CCCC1=C(NC=2CCCCC12)C=O (3-{3-[4-(2-hydroxyacetyl)piperazin-1-yl]-propyl}-4,5,6,7-tetrahydro-1H-indole-2-carbaldehyde). RXN SMILES: [CH:1]([C:3]1[NH:4][C:5]2[CH2:6][CH2:7][CH2:8][CH2:9][C:10]=2[C:11]=1[CH2:12][CH2:13][CH2:14][N:15]1[CH2:20][CH2:19][N:18]([C:21](=[O:27])[CH2:22][O:23]C(=O)C)[CH2:17][CH2:16]1)=[O:2].C(=O)([O-])[O-].[K+].[K+].CO.O>ClCCl.CO>[OH:23][CH2:22][C:21]([N:18]1[CH2:17][CH2:16][N:15]([CH2:14][CH2:13][CH2:12][C:11]2[C:10]3[CH2:9][CH2:8][CH2:7][CH2:6][C:5]=3[NH:4][C:3]=2[CH:1]=[O:2])[CH2:20][CH2:19]1)=[O:27] |f:1.2.3,4.5,6.7|. Reported procedure: Each fraction of acetic acid 2-{4-[3-(2-formyl-4,5,6,7-tetrahydro-1H-indol-3-yl)-propyl]-piperazin-1-yl}-2-oxo-ethyl ester was treated separately with potassium carbonate (3.0 eq.) in 6 ml of (methanol/ water 4/1). The two reactions were stirred at room temperature for overnight. Thin layer chromatography (dichloromethane: methanol 15:1) for both reactions showed the same spot and also LCMS showed that they have the same molecular weight. The two reactions were combined and the solvent was evapo...